describe an organic reaction: reactants, conditions, products, and yield From a dataset of the Open Reaction Database (ORD), a public repository of structured organic reaction records. Starting materials: CN(C=O)C (dimethylformamide), COC(C1=CC(=CC=C1)O)=O (3-hydroxy-benzoic acid methyl ester), CC(C)([O-])C.[K+] (potassium t-butoxide), BrC1=NC=C(C=C1)Cl (2-bromo-5-chloro-pyridine). Solvent: O (water). Conditions: temperature 130 celsius. Yields the product ClC=1C=CC(=NC1)OC=1C=C(C(=O)O)C=CC1 (3-(5-chloro-pyridin-2-yloxy)-benzoic acid). RXN SMILES: CN(C)C=O.C[O:7][C:8](=[O:16])[C:9]1[CH:14]=[CH:13][CH:12]=[C:11]([OH:15])[CH:10]=1.CC(C)([O-])C.[K+].Br[C:24]1[CH:29]=[CH:28][C:27]([Cl:30])=[CH:26][N:25]=1>O>[Cl:30][C:27]1[CH:28]=[CH:29][C:24]([O:15][C:11]2[CH:10]=[C:9]([CH:14]=[CH:13][CH:12]=2)[C:8]([OH:7])=[O:16])=[N:25][CH:26]=1 |f:2.3|. Procedure: To a dimethylformamide (100 mL) solution of 3-hydroxy-benzoic acid methyl ester (3.5 g, 23 mmol) was added potassium t-butoxide (3.2 g, 28 mmol). Upon stirring the reaction at room temperature for 15 min, 2-bromo-5-chloro-pyridine was added. The reaction was heated to 130° C. for 15 h. Crude reaction mass was added to water, and extracted with diethyl ether to remove unhydrolyzed methyl ester, 3-(5-chloro-pyridin-2-yloxy)-benzoic acid methyl ester (2.5 g). The aqueous layer was acidified to pH 4...